This data is from the Open Reaction Database (ORD), a public repository of structured organic reaction records. The task is: describe an organic reaction: reactants, conditions, products, and yield The reactants are BrCc1ccccc1, CC(C)(C)[O-], CN(C)C=O, [K+], OCCc1ccc(O)cc1. Product: OCCc1ccc(OCc2ccccc2)cc1. RXN SMILES: [Br:17][CH2:18][c:19]1[cH:20][cH:21][cH:22][cH:23][cH:24]1.[CH3:11][C:12]([CH3:13])([O-:14])[CH3:15].[CH3:25][N:26]([CH3:27])[CH:28]=[O:29].[K+:16].[OH:1][c:2]1[cH:3][cH:4][c:5]([CH2:6][CH2:7][OH:8])[cH:9][cH:10]1>>[O:1]([c:2]1[cH:3][cH:4][c:5]([CH2:6][CH2:7][OH:8])[cH:9][cH:10]1)[CH2:18][c:19]1[cH:20][cH:21][cH:22][cH:23][cH:24]1. Reactants: C(C1=CC=CC=C1)N1C2=C(N[C@H]3[C@@H](C1=O)CCC3)C=CC=C2 ((3aR*,10aS*)-9-benzyl-2,3,3a,4,9,10a-hexahydrobenzo[b]cyclopenta[e][1,4]diazepin-10(1H)-one), Cl.C(C)O (HCl ethanol). The solvent is C(C)O (ethanol). The product is Cl.C(C1=CC=CC=C1)N1C2=C(N[C@H]3[C@@H](C1=O)CCC3)C=CC=C2 ((3aR*,10aS*)-9-Benzyl-2,3,3a,4,9,10a-hexahydrobenzo[b]cyclopenta[e][1,4]diazepin-10(1H)-one hydrochloride). RXN SMILES: [ClH:1].C(O)C.[CH2:5]([N:12]1[C:18](=[O:19])[C@H:17]2[CH2:20][CH2:21][CH2:22][C@H:16]2[NH:15][C:14]2[CH:23]=[CH:24][CH:25]=[CH:26][C:13]1=2)[C:6]1[CH:11]=[CH:10][CH:9]=[CH:8][CH:7]=1>C(O)C>[ClH:1].[CH2:5]([N:12]1[C:18](=[O:19])[C@H:17]2[CH2:20][CH2:21][CH2:22][C@H:16]2[NH:15][C:14]2[CH:23]=[CH:24][CH:25]=[CH:26][C:13]1=2)[C:6]1[CH:7]=[CH:8][CH:9]=[CH:10][CH:11]=1 |f:0.1,4.5|. Reported procedure: In ethanol was dissolved (3aR*,10aS*)-9-benzyl-2,3,3a,4,9,10a-hexahydrobenzo[b]cyclopenta[e][1,4]diazepin-10(1H)-one. To the solution was added dropwise a 2.5N HCl-ethanol solution, and the mixture was concentrated under reduced pressure. The concentrate was recrystallized from ethanol-ether to give the titled compound. m.p. 145°-148° C. Reactants: ClCCCCOC=1C=C2CCC(NC2=CC1)=O (6-(4-chloro-butoxy)-3,4-dihydro-carbostyril), CC=1C=C(C=CC1)S (3-methyl-thiophenol). Yields the product CC=1C=C(C=CC1)SCCCCOC=1C=C2CCC(NC2=CC1)=O (6-[4-(3-Methylphenyl-mercapto)-butoxy]-3,4-dihydro-carbostyril). RXN SMILES: Cl[CH2:2][CH2:3][CH2:4][CH2:5][O:6][C:7]1[CH:8]=[C:9]2[C:14](=[CH:15][CH:16]=1)[NH:13][C:12](=[O:17])[CH2:11][CH2:10]2.[CH3:18][C:19]1[CH:20]=[C:21]([SH:25])[CH:22]=[CH:23][CH:24]=1>>[CH3:18][C:19]1[CH:20]=[C:21]([S:25][CH2:2][CH2:3][CH2:4][CH2:5][O:6][C:7]2[CH:8]=[C:9]3[C:14](=[CH:15][CH:16]=2)[NH:13][C:12](=[O:17])[CH2:11][CH2:10]3)[CH:22]=[CH:23][CH:24]=1. Procedure: Prepared analogous to Example 1 from 6-(4-chloro-butoxy)-3,4-dihydro-carbostyril (m.p. 147°-148° C.) and 3-methyl-thiophenol. RXN SMILES: [CH3:1][O:2][c:3]1[cH:4][c:5]([C:11]2=[N:15][N:14]([CH:16]3[CH2:17][CH2:18][NH:19][CH2:20][CH2:21]3)[C:13](=[O:22])[C:12]2([CH3:23])[CH3:24])[cH:6][cH:7][c:8]1[O:9][CH3:10].[n:25]1[cH:26][cH:27][cH:28][c:29]2[cH:30][cH:31][c:32]([C:35](=[O:36])[OH:37])[cH:33][c:34]12>>[CH3:1][O:2][c:3]1[cH:4][c:5]([C:11]2=[N:15][N:14]([CH:16]3[CH2:17][CH2:18][N:19]([C:35]([c:32]4[cH:31][cH:30][c:29]5[cH:28][cH:27][cH:26][n:25][c:34]5[cH:33]4)=[O:36])[CH2:20][CH2:21]3)[C:13](=[O:22])[C:12]2([CH3:23])[CH3:24])[cH:6][cH:7][c:8]1[O:9][CH3:10]. Yields the product COc1ccc(C2=NN(C3CCN(C(=O)c4ccc5cccnc5c4)CC3)C(=O)C2(C)C)cc1OC. Reactants: COc1ccc(C2=NN(C3CCNCC3)C(=O)C2(C)C)cc1OC, O=C(O)c1ccc2cccnc2c1. Starting materials: C(C)(=O)[O-] (acetate), [H][H] (hydrogen), Cl.C(CC)C1=CC(=NC=C1)C(=O)O (4-propylpyridine-2-carboxylic acid hydrochloride). Reagents/catalysts: [Pt](=O)=O (Platinum(IV) oxide). Solvent: C(C)(=O)O (acetic acid). Product: C(CC)C1CC(NCC1)C(=O)O (4-Propylpiperidine-2-carboxylic acid). The yield is 1107.6%. As a reaction SMILES: Cl.[CH2:2]([C:5]1[CH:10]=[CH:9][N:8]=[C:7]([C:11]([OH:13])=[O:12])[CH:6]=1)[CH2:3][CH3:4].[H][H].C([O-])(=O)C>C(O)(=O)C.[Pt](=O)=O>[CH2:2]([CH:5]1[CH2:10][CH2:9][NH:8][CH:7]([C:11]([OH:13])=[O:12])[CH2:6]1)[CH2:3][CH3:4] |f:0.1|. Reported procedure: Platinum(IV) oxide (79.8 mg, 0.35 mmol) was added to a solution of 1.05 g (5.22 mmol) of 4-propylpyridine-2-carboxylic acid hydrochloride synthetized according to a literature (J. Med. Chem. 1984, 27, 216.) in acetic acid (8 ml), and the mixture was stirred in a hydrogen atmosphere under the atmospheric pressure overnight. The reaction solution was filtered through Celite, and the solvent was then removed by distillation to give 9.90 g (yield 90%) of the title compound as acetate. The reactants are COc1ccc(CN2C(=O)NC(C[N+](=O)[O-])(C(F)(F)F)c3cc(Br)ccc32)cc1, CI, CCOC(C)=O, [H-], [Na+], CN(C)C=O, O. The product is COc1ccc(CN2C(=O)N(C)C(C[N+](=O)[O-])(C(F)(F)F)c3cc(Br)ccc32)cc1. Reaction SMILES: [Br:1][c:2]1[cH:3][c:4]2[c:9]([cH:10][cH:11]1)[N:8]([CH2:12][c:13]1[cH:14][cH:15][c:16]([O:19][CH3:20])[cH:17][cH:18]1)[C:7](=[O:21])[NH:6][C:5]2([C:22]([F:23])([F:24])[F:25])[CH2:26][N+:27](=[O:28])[O-:29].[CH3:32][I:33].[CH3:34][CH2:35][O:36][C:37](=[O:38])[CH3:39].[H-:30].[Na+:31].[O:40]=[CH:41][N:42]([CH3:43])[CH3:44].[OH2:45]>>[Br:1][c:2]1[cH:3][c:4]2[c:9]([cH:10][cH:11]1)[N:8]([CH2:12][c:13]1[cH:14][cH:15][c:16]([O:19][CH3:20])[cH:17][cH:18]1)[C:7](=[O:21])[N:6]([CH3:34])[C:5]2([C:22]([F:23])([F:24])[F:25])[CH2:26][N+:27](=[O:28])[O-:29]. The reactants are CN(C(=O)c1ccc(Cl)cc1)C1CCNCC1c1ccc(Cl)c(Cl)c1, Cl, O=C(Oc1ccc([N+](=O)[O-])cc1)N1CCC(O)(c2ccccc2)CC1. Yields the product CN(C(=O)c1ccc(Cl)cc1)C1CCN(C(=O)N2CCC(O)(c3ccccc3)CC2)CC1c1ccc(Cl)c(Cl)c1. As a reaction SMILES: [Cl:2][c:3]1[cH:4][cH:5][c:6]([C:7](=[O:8])[N:9]([CH3:10])[CH:11]2[CH:12]([c:17]3[cH:18][c:19]([Cl:24])[c:20]([Cl:23])[cH:21][cH:22]3)[CH2:13][NH:14][CH2:15][CH2:16]2)[cH:25][cH:26]1.[ClH:1].[OH:27][C:28]1([c:46]2[cH:47][cH:48][cH:49][cH:50][cH:51]2)[CH2:29][CH2:30][N:31]([C:34](=[O:35])[O:36][c:37]2[cH:38][cH:39][c:40]([N+:41]([O-:42])=[O:43])[cH:44][cH:45]2)[CH2:32][CH2:33]1>>[Cl:2][c:3]1[cH:4][cH:5][c:6]([C:7](=[O:8])[N:9]([CH3:10])[CH:11]2[CH:12]([c:17]3[cH:18][c:19]([Cl:24])[c:20]([Cl:23])[cH:21][cH:22]3)[CH2:13][N:14]([C:34]([N:31]3[CH2:30][CH2:29][C:28]([OH:27])([c:46]4[cH:47][cH:48][cH:49][cH:50][cH:51]4)[CH2:33][CH2:32]3)=[O:35])[CH2:15][CH2:16]2)[cH:25][cH:26]1. Starting materials: ClC1=NC2=C(C=CC=C2C=C1C=O)Cl (2,8-dichloroquinoline-3-carbaldehyde), C(=O)([O-])[O-].[Na+].[Na+] (Na2CO3), N1=CC(=CC=C1)B(O)O (3-pyridylboronic acid). Reagents/catalysts: C=1C=CC(=CC1)[P](C=2C=CC=CC2)(C=3C=CC=CC3)[Pd]([P](C=4C=CC=CC4)(C=5C=CC=CC5)C=6C=CC=CC6)([P](C=7C=CC=CC7)(C=8C=CC=CC8)C=9C=CC=CC9)[P](C=1C=CC=CC1)(C=1C=CC=CC1)C=1C=CC=CC1 (Pd(PPh3)4). Solvent: COCCOC (DME), O (water). Conditions: temperature 90 celsius. Yields the product ClC=1C=CC=C2C=C(C(=NC12)C=1C=NC=CC1)C=O (8-Chloro-2-(pyridin-3-yl)quinoline-3-carbaldehyde). Isolated yield 90.5%. As a reaction SMILES: Cl[C:2]1[C:11]([CH:12]=[O:13])=[CH:10][C:9]2[C:4](=[C:5]([Cl:14])[CH:6]=[CH:7][CH:8]=2)[N:3]=1.C([O-])([O-])=O.[Na+].[Na+].[N:21]1[CH:26]=[CH:25][CH:24]=[C:23](B(O)O)[CH:22]=1>COCCOC.O.C1C=CC([P]([Pd]([P](C2C=CC=CC=2)(C2C=CC=CC=2)C2C=CC=CC=2)([P](C2C=CC=CC=2)(C2C=CC=CC=2)C2C=CC=CC=2)[P](C2C=CC=CC=2)(C2C=CC=CC=2)C2C=CC=CC=2)(C2C=CC=CC=2)C2C=CC=CC=2)=CC=1>[Cl:14][C:5]1[CH:6]=[CH:7][CH:8]=[C:9]2[C:4]=1[N:3]=[C:2]([C:23]1[CH:22]=[N:21][CH:26]=[CH:25][CH:24]=1)[C:11]([CH:12]=[O:13])=[CH:10]2 |f:1.2.3,^1:40,42,61,80|. Procedure details: A mixture of 2,8-dichloroquinoline-3-carbaldehyde (5.0 g, 22.2 mmol), Na2CO3 (3.51 g, 33.2 mmol) and 3-pyridylboronic acid (2.72 g, 22.2 mmol) in DME (60 mL) and water (30 mL) was degassed by bubbling N2 through it for 5 minutes. Pd(PPh3)4 (1.28 g, 1.11 mmol) was added and the mixture heated at 90° C. for 7 h. The mixture was allowed to cool to room temperature. The resultant precipitate was filtered off and washed with water (5×50 mL) and diethyl ether (5×50 mL) to give the title compound (5.4 ... Starting materials: [Na] (sodium), C[Si](Cl)(C)C (Trimethylchlorosilane), O1CCCC1 (tetrahydrofuran), C[Si](C)(C)CC(=O)[O-] (trimethylsilylacetate), O1CCCC1 (tetrahydrofuran). Reaction conditions: temperature 80 celsius. The product is C[Si](C(C)(O)[Si](C)(C)C)(C)C (1,1-bis(trimethylsilyl)ethanol). The yield is 55.0%. As a reaction SMILES: [CH3:1][Si:2]([CH3:5])([CH3:4])Cl.[Na].[CH3:7][Si:8]([CH2:11][C:12]([O-])=O)([CH3:10])[CH3:9].[O:15]1CCCC1>>[CH3:7][Si:8]([CH3:10])([CH3:9])[C:11]([Si:2]([CH3:5])([CH3:4])[CH3:1])([OH:15])[CH3:12] |^1:5|. Reported procedure: Trimethylchlorosilane (20.5 g, 190 mmol) is dissolved in 30 mL of tetrahydrofuran. The solution is suspended with sodium (6.50 g, 283 mmol) and then refluxed at 80° C. Under the argon atmosphere, trimethylsilylacetate (3.12 g, 23.6 mmol) in 20 mL of tetrahydrofuran is added via a syringe for an hour and then the solution is refluxed for another 30 minutes. Then, precipitated inorganic residue is filtered and solvent is removed under vacuum. Remained oil is separated by vacuum distillation to giv...